This data is from the Open Reaction Database (ORD), a public repository of structured organic reaction records. The task is: describe an organic reaction: reactants, conditions, products, and yield Reactants: COC(=O)CN(c1ccc(Oc2ccccc2)cc1OCc1ccccc1)S(=O)(=O)NC(=O)OC(C)(C)C, ClCCl, O=C(O)C(F)(F)F. Yields the product COC(=O)CN(c1ccc(Oc2ccccc2)cc1OCc1ccccc1)S(N)(=O)=O. As a reaction SMILES: [CH3:1][O:2][C:3]([CH2:4][N:5]([c:6]1[c:7]([O:19][CH2:20][c:21]2[cH:22][cH:23][cH:24][cH:25][cH:26]2)[cH:8][c:9]([O:12][c:13]2[cH:14][cH:15][cH:16][cH:17][cH:18]2)[cH:10][cH:11]1)[S:27]([NH:28][C:29]([O:30][C:31]([CH3:32])([CH3:33])[CH3:34])=[O:35])(=[O:36])=[O:37])=[O:38].[Cl:46][CH2:47][Cl:48].[F:39][C:40]([F:41])([F:42])[C:43]([OH:44])=[O:45]>>[CH3:1][O:2][C:3]([CH2:4][N:5]([c:6]1[c:7]([O:19][CH2:20][c:21]2[cH:22][cH:23][cH:24][cH:25][cH:26]2)[cH:8][c:9]([O:12][c:13]2[cH:14][cH:15][cH:16][cH:17][cH:18]2)[cH:10][cH:11]1)[S:27]([NH2:28])(=[O:36])=[O:37])=[O:38].